This data is from the Open Reaction Database (ORD), a public repository of structured organic reaction records. The task is: describe an organic reaction: reactants, conditions, products, and yield Reactants: COC([C@@H](NC(C1=C(C=C(C=C1)N)C1=CC=CC2=CC=CC=C12)=O)CC(C)C)=O (N-[4-amino-2-naphth-1-ylbenzoyl]leucine methyl ester), N1=CC=C(C=C1)C=O (pyridine-4-carboxaldehyde). The solvent is CO (methanol). Yields the product COC([C@@H](NC(C1=C(C=C(C=C1)NCC1=CC=NC=C1)C1=CC=CC2=CC=CC=C12)=O)CC(C)C)=O (N-[4-(Pyrid-4-ylmethylamino)-2-naphth-1-ylbenzoyl]leucine Methyl Ester). RXN SMILES: [CH3:1][O:2][C:3](=[O:29])[C@H:4]([CH2:25][CH:26]([CH3:28])[CH3:27])[NH:5][C:6](=[O:24])[C:7]1[CH:12]=[CH:11][C:10]([NH2:13])=[CH:9][C:8]=1[C:14]1[C:23]2[C:18](=[CH:19][CH:20]=[CH:21][CH:22]=2)[CH:17]=[CH:16][CH:15]=1.[N:30]1[CH:35]=[CH:34][C:33]([CH:36]=O)=[CH:32][CH:31]=1>CO>[CH3:1][O:2][C:3](=[O:29])[C@H:4]([CH2:25][CH:26]([CH3:27])[CH3:28])[NH:5][C:6](=[O:24])[C:7]1[CH:12]=[CH:11][C:10]([NH:13][CH2:36][C:33]2[CH:34]=[CH:35][N:30]=[CH:31][CH:32]=2)=[CH:9][C:8]=1[C:14]1[C:23]2[C:18](=[CH:19][CH:20]=[CH:21][CH:22]=2)[CH:17]=[CH:16][CH:15]=1. Reported procedure: This compound was synthesized via the reductive amination of N-[4-amino-2-naphth-1-ylbenzoyl]leucine methyl ester and pyridine-4-carboxaldehyde in methanol to afford, after purification, a white solid. 1H NMR (DMSO-d6) δ 0.71 (d, J=5.45 Hz, 3H), 0.82 (d, J=5.13 Hz, 3H), 1.20-1.27 (m, 2H), 1.29-1.32 (m, 1H), 3.72 (s, 2H), 3.79 (s, 1H), 4.15 (m, 1H), 4.41 (d, 2H, CH2), 5.52 (d, 1H, NH), 6.67-6.75 (dd, 1H), 6.89 (d, 1H), 7.23 (m, 2H), 7.25-7.35 (m, 8H), 8.55 (m, 2H). Reactants: C=CC(=O)OCC, CCOC(C)=O, CC(C)(C)[O-], CC(C)C(C#N)c1cccs1, CCCCCC, [Cl-], [K+], [NH4+], C1CCOC1. Yields the product CCOC(=O)CCC(C#N)(c1cccs1)C(C)C. RXN SMILES: [C:12]([CH:13]=[CH2:14])(=[O:15])[O:16][CH2:17][CH3:18].[C:38]([O:39][CH2:40][CH3:41])(=[O:42])[CH3:43].[CH3:19][C:20]([CH3:21])([O-:22])[CH3:23].[CH3:1][CH:2]([CH:3]([C:4]#[N:5])[c:6]1[s:7][cH:8][cH:9][cH:10]1)[CH3:11].[CH3:32][CH2:33][CH2:34][CH2:35][CH2:36][CH3:37].[Cl-:25].[K+:24].[NH4+:26].[O:27]1[CH2:28][CH2:29][CH2:30][CH2:31]1>>[CH3:1][CH:2]([C:3]([C:4]#[N:5])([c:6]1[s:7][cH:8][cH:9][cH:10]1)[CH2:14][CH2:13][C:12](=[O:15])[O:16][CH2:17][CH3:18])[CH3:11]. Product: COc1cc(O)ccc1-c1ccc2c(c1COc1cc(F)ccc1C)N(C)C(=O)C(C)(C)N2. Reactants: COc1cc(OC(=O)c2ccccc2)ccc1-c1ccc2c(c1COc1cc(F)ccc1C)N(C)C(=O)C(C)(C)N2, CO, Cl, [Na+], C1CCOC1, [OH-], O. RXN SMILES: [C:1](=[O:2])([c:3]1[cH:4][cH:5][cH:6][cH:7][cH:8]1)[O:9][c:10]1[cH:11][c:12]([O:40][CH3:41])[c:13](-[c:16]2[cH:17][cH:18][c:19]3[c:24]([c:25]2[CH2:26][O:27][c:28]2[c:29]([CH3:35])[cH:30][cH:31][c:32]([F:34])[cH:33]2)[N:23]([CH3:36])[C:22](=[O:37])[C:21]([CH3:38])([CH3:39])[NH:20]3)[cH:14][cH:15]1.[CH3:46][OH:47].[ClH:45].[Na+:43].[O:48]1[CH2:49][CH2:50][CH2:51][CH2:52]1.[OH-:42].[OH2:44]>>[OH:9][c:10]1[cH:11][c:12]([O:40][CH3:41])[c:13](-[c:16]2[cH:17][cH:18][c:19]3[c:24]([c:25]2[CH2:26][O:27][c:28]2[c:29]([CH3:35])[cH:30][cH:31][c:32]([F:34])[cH:33]2)[N:23]([CH3:36])[C:22](=[O:37])[C:21]([CH3:38])([CH3:39])[NH:20]3)[cH:14][cH:15]1. Starting materials: Cl.C(C)N(CCN1N=C2C=3C(=C(C=CC13)[N+](=O)[O-])[Se]C1=C2C=C(C=C1)O)CC (2-[2-(diethylamino)ethyl]-5-nitro-2H-[1]benzoselenino[4,3,2-cd]indazol-9-ol, hydrochloride), BrCCN1C(C=2C(C1=O)=CC=CC2)=O (N-(2-bromoethyl)phthalimide), ClCCCl (1,2-dichloroethane), C(C)(C)N(CC)C(C)C (diisopropylethylamine). Reagents/catalysts: [Pd] (palladium on carbon), catalyst. Solvent: CN(C=O)C (N,N-dimethylformamide), ClCCl (dichloromethane). Reaction conditions: temperature 110 celsius, time 13 hour. Yields the product Cl.Cl.Cl.NCCNC1=C2C=3C(=NN(C3C=C1)CCN(CC)CC)C1=C([Se]2)C=CC(=C1)O (5-[(2-Aminoethyl)amino]-2-[2-(diethylamino)ethyl]-2H-[1]benzoselenino[4,3,2-cd]indazol-9-ol, trihydrochloride). Reaction SMILES: [ClH:1].[CH2:2]([N:4]([CH2:27][CH3:28])[CH2:5][CH2:6][N:7]1[C:15]2[CH:14]=[CH:13][C:12]([N+:16]([O-])=O)=[C:11]3[Se:19][C:20]4[CH:25]=[CH:24][C:23]([OH:26])=[CH:22][C:21]=4[C:9]([C:10]=23)=[N:8]1)[CH3:3].Br[CH2:30][CH2:31][N:32]1C(=O)C2=CC=CC=C2C1=O.[Cl:43]CCCl.C(N(C(C)C)CC)(C)C>[Pd].CN(C)C=O.ClCCl>[ClH:43].[ClH:1].[ClH:43].[NH2:32][CH2:31][CH2:30][NH:16][C:12]1[CH:13]=[CH:14][C:15]2[N:7]([CH2:6][CH2:5][N:4]([CH2:27][CH3:28])[CH2:2][CH3:3])[N:8]=[C:9]3[C:21]4[CH:22]=[C:23]([OH:26])[CH:24]=[CH:25][C:20]=4[Se:19][C:11]=1[C:10]=23 |f:0.1,8.9.10.11|. Procedure: A suspension of 4.28 g (0.009 mole) of 2-[2-(diethylamino)ethyl]-5-nitro-2H-[1]benzoselenino[4,3,2-cd]indazol-9-ol, hydrochloride and 0.650 g of 20% palladium on carbon in 100 ml N,N-dimethylformamide is hydrogenated at atmospheric pressure for 13 hours. An additional 0.25 g of catalyst is added and the hydrogenation continues for another 24 hours. The mixture is filtered through a Celite pad and the filtrate is concentrated in vacuo to 4.74 g of a dark orange-brown oil. To this oil is added 2.6... The reactants are O=CCNC(=O)c1cc(Br)ccc1Cl, CC(=O)[O-], CO, Cl, NO, [Na+]. Yields the product O=CN(O)CCNC(=O)c1cc(Br)ccc1Cl. RXN SMILES: [Br:1][c:2]1[cH:3][cH:4][c:5]([Cl:14])[c:6]([C:7](=[O:8])[NH:9][CH2:10][CH:11]=[O:12])[cH:13]1.[CH3:19][C:20]([O-:21])=[O:22].[CH3:23][OH:24].[ClH:15].[NH2:16][OH:17].[Na+:18]>>[Br:1][c:2]1[cH:3][cH:4][c:5]([Cl:14])[c:6]([C:7](=[O:8])[NH:9][CH2:10][CH2:11][N:16]([OH:17])[CH:20]=[O:22])[cH:13]1.